Dataset: the Open Reaction Database (ORD), a public repository of structured organic reaction records. Task: describe an organic reaction: reactants, conditions, products, and yield Starting materials: [H][H], NS(=O)(=O)c1c(Cl)cc(N2CCCO2)c([N+](=O)[O-])c1O. Product: Nc1c(N2CCCO2)cc(Cl)c(S(N)(=O)=O)c1O. RXN SMILES: [H:21][H:22].[O:1]1[N:2]([c:6]2[c:7]([N+:18]([O-:19])=[O:20])[c:8]([OH:17])[c:9]([S:13](=[O:14])(=[O:15])[NH2:16])[c:10]([Cl:12])[cH:11]2)[CH2:3][CH2:4][CH2:5]1>>[O:1]1[N:2]([c:6]2[c:7]([NH2:18])[c:8]([OH:17])[c:9]([S:13](=[O:14])(=[O:15])[NH2:16])[c:10]([Cl:12])[cH:11]2)[CH2:3][CH2:4][CH2:5]1. The reactants are ClC=1C=C(C=CC1Cl)C1CN(CC2=CC(=CC=C12)OC)S(=O)(=O)C1=C(C=CC=C1)[N+](=O)[O-] (4-(3,4-dichlorophenyl)-7-methoxy-2-(2-nitrophenylsulfonyl)-1,2,3,4-tetrahydroisoquinoline), B(Br)(Br)Br (boron tribromide). The solvent is ClCCl (dichloromethane). Run at temperature 0 celsius, time 5 minute. The product is ClC=1C=C(C=CC1Cl)C1CN(CC2=CC(=CC=C12)O)S(=O)(=O)C1=C(C=CC=C1)[N+](=O)[O-] (4-(3,4-dichlorophenyl)-2-(2-nitrophenylsulfonyl)-1,2,3,4-tetrahydroisoquinolin-7-ol). Isolated yield 98.6%. RXN SMILES: [Cl:1][C:2]1[CH:3]=[C:4]([CH:9]2[C:18]3[C:13](=[CH:14][C:15]([O:19]C)=[CH:16][CH:17]=3)[CH2:12][N:11]([S:21]([C:24]3[CH:29]=[CH:28][CH:27]=[CH:26][C:25]=3[N+:30]([O-:32])=[O:31])(=[O:23])=[O:22])[CH2:10]2)[CH:5]=[CH:6][C:7]=1[Cl:8].B(Br)(Br)Br>ClCCl>[Cl:1][C:2]1[CH:3]=[C:4]([CH:9]2[C:18]3[C:13](=[CH:14][C:15]([OH:19])=[CH:16][CH:17]=3)[CH2:12][N:11]([S:21]([C:24]3[CH:29]=[CH:28][CH:27]=[CH:26][C:25]=3[N+:30]([O-:32])=[O:31])(=[O:23])=[O:22])[CH2:10]2)[CH:5]=[CH:6][C:7]=1[Cl:8]. Reported procedure: To a −78° C. solution of 4-(3,4-dichlorophenyl)-7-methoxy-2-(2-nitrophenylsulfonyl)-1,2,3,4-tetrahydroisoquinoline (3.39 g, 6.88 mmol) in dichloromethane (70 mL) was added boron tribromide (3.25 mL, 34.4 mmol) drop wise. The mixture was stirred for 5 minutes and then warmed to 0° C. for 1 hour. The mixture was quenched with water slowly and then the aqueous layer was extracted with dichlormethane (2×). The combined organic layers were dried over sodium sulfate, filtered and concentrated to give ... The reactants are CS(C)=O, COc1ccc2c(Cl)ccnc2c1, Cl, [K+], [OH-], O=C(O)CO. The product is COc1ccc2c(OCC(=O)O)ccnc2c1. Reaction SMILES: [CH3:22][S:23]([CH3:24])=[O:25].[Cl:8][c:9]1[cH:10][cH:11][n:12][c:13]2[cH:14][c:15]([O:19][CH3:20])[cH:16][cH:17][c:18]12.[ClH:21].[K+:2].[OH-:1].[OH:3][CH2:4][C:5](=[O:6])[OH:7]>>[O:3]([CH2:4][C:5](=[O:6])[OH:7])[c:9]1[cH:10][cH:11][n:12][c:13]2[cH:14][c:15]([O:19][CH3:20])[cH:16][cH:17][c:18]12. The reactants are Cl, [I-], [K+], O=N[O-], Nc1ccc(C(=O)O)cc1C(F)(F)F, [Na+], O. The product is O=C(O)c1ccc(I)c(C(F)(F)F)c1. RXN SMILES: [ClH:21].[I-:20].[K+:19].[N:15]([O-:16])=[O:17].[NH2:1][c:2]1[c:3]([C:11]([F:12])([F:13])[F:14])[cH:4][c:5]([C:6](=[O:7])[OH:8])[cH:9][cH:10]1.[Na+:18].[OH2:22]>>[c:2]1([I:20])[c:3]([C:11]([F:12])([F:13])[F:14])[cH:4][c:5]([C:6](=[O:7])[OH:8])[cH:9][cH:10]1.